From a dataset of the Open Reaction Database (ORD), a public repository of structured organic reaction records. describe an organic reaction: reactants, conditions, products, and yield Reactants: [Li]C, C1CCOC1, CC1(NOCc2ccccc2)CCCc2nc(OCc3ccccc3)ccc21. The product is CN(OCc1ccccc1)C1(C)CCCc2nc(OCc3ccccc3)ccc21. As a reaction SMILES: [Li:1][CH3:2].[O:31]1[CH2:32][CH2:33][CH2:34][CH2:35]1.[c:3]1([CH2:9][O:10][NH:11][C:12]2([CH3:30])[c:13]3[cH:14][cH:15][c:16]([O:22][CH2:23][c:24]4[cH:25][cH:26][cH:27][cH:28][cH:29]4)[n:17][c:18]3[CH2:19][CH2:20][CH2:21]2)[cH:4][cH:5][cH:6][cH:7][cH:8]1>>[CH3:2][N:11]([O:10][CH2:9][c:3]1[cH:4][cH:5][cH:6][cH:7][cH:8]1)[C:12]1([CH3:30])[c:13]2[cH:14][cH:15][c:16]([O:22][CH2:23][c:24]3[cH:25][cH:26][cH:27][cH:28][cH:29]3)[n:17][c:18]2[CH2:19][CH2:20][CH2:21]1.